Dataset: the Open Reaction Database (ORD), a public repository of structured organic reaction records. Task: describe an organic reaction: reactants, conditions, products, and yield Starting materials: ClC=1C=CC2=C(C=CO2)C1CCCNC(C)=O (N-[3-(5-chloro-benzofuran-4-yl)-propyl]-acetamide). Reagents/catalysts: [Rh] (rhodium on carbon). Solvent: C(C)O (ethanol). Product: ClC=1C=CC2=C(CCO2)C1CCCNC(C)=O (N-[3-(5-Chloro-2,3-dihydro-benzofuran-4-yl)-propyl]-acetamide). Isolated yield 52.0%. As a reaction SMILES: [Cl:1][C:2]1[CH:3]=[CH:4][C:5]2[O:9][CH:8]=[CH:7][C:6]=2[C:10]=1[CH2:11][CH2:12][CH2:13][NH:14][C:15](=[O:17])[CH3:16]>C(O)C.[Rh]>[Cl:1][C:2]1[CH:3]=[CH:4][C:5]2[O:9][CH2:8][CH2:7][C:6]=2[C:10]=1[CH2:11][CH2:12][CH2:13][NH:14][C:15](=[O:17])[CH3:16]. Procedure: A solution of N-[3-(5-chloro-benzofuran-4-yl)-propyl]-acetamide (0.25 g) in ethanol (15 ml) was hydrogenated over 5% rhodium on carbon (80 mg) for 18 h. The catalyst was filtered off and the filtrate evaporated. The residue was purified by column chromatography on silica, eluting with dichloromethane/methanol 40:1 gave the title compound as a colourless solid (131 mg) mp 91-92 Starting materials: [BH3-]C#N, Cc1cc(C)c(CNC(=O)c2cc(C3=CCNCC3)nc3c2cnn3C(C)C)c(=O)[nH]1, CC(=O)O, CO, [Na+], CC(C)(C)OC(=O)N1CCC(=O)CC1. Product: Cc1cc(C)c(CNC(=O)c2cc(C3=CCN(C4CCN(C(=O)OC(C)(C)C)CC4)CC3)nc3c2cnn3C(C)C)c(=O)[nH]1. RXN SMILES: [C:50]([BH3-:51])#[N:52].[CH3:1][c:2]1[c:3]([CH2:10][NH:11][C:12](=[O:13])[c:14]2[c:15]3[c:16]([n:17][c:18]([C:20]4=[CH:25][CH2:24][NH:23][CH2:22][CH2:21]4)[cH:19]2)[n:26]([CH:29]([CH3:30])[CH3:31])[n:27][cH:28]3)[c:4](=[O:9])[nH:5][c:6]([CH3:8])[cH:7]1.[CH3:46][C:47](=[O:48])[OH:49].[CH3:54][OH:55].[Na+:53].[O:32]=[C:33]1[CH2:34][CH2:35][N:36]([C:39](=[O:40])[O:41][C:42]([CH3:43])([CH3:44])[CH3:45])[CH2:37][CH2:38]1>>[CH3:1][c:2]1[c:3]([CH2:10][NH:11][C:12](=[O:13])[c:14]2[c:15]3[c:16]([n:17][c:18]([C:20]4=[CH:25][CH2:24][N:23]([CH:33]5[CH2:34][CH2:35][N:36]([C:39](=[O:40])[O:41][C:42]([CH3:43])([CH3:44])[CH3:45])[CH2:37][CH2:38]5)[CH2:22][CH2:21]4)[cH:19]2)[n:26]([CH:29]([CH3:30])[CH3:31])[n:27][cH:28]3)[c:4](=[O:9])[nH:5][c:6]([CH3:8])[cH:7]1. Starting materials: BrC=1C=NN(C1)C1=NC=CC=C1 (2-(4-bromo-1H-pyrazol-1-yl)pyridine), ClC=1C=C(C=CC1)B(O)O (3-chlorophenylboronic acid), C([O-])([O-])=O.[K+].[K+] (potassium carbonate). Reagents/catalysts: C=1C=CC(=CC1)[P](C=2C=CC=CC2)(C=3C=CC=CC3)[Pd]([P](C=4C=CC=CC4)(C=5C=CC=CC5)C=6C=CC=CC6)([P](C=7C=CC=CC7)(C=8C=CC=CC8)C=9C=CC=CC9)[P](C=1C=CC=CC1)(C=1C=CC=CC1)C=1C=CC=CC1 (tetrakis(triphenylphosphine)palladium(0)). Solvent: COCCOC (ethyleneglycol dimethyl ether), O (H2O). Run at temperature 70 celsius, time 15 minute. Product: ClC=1C=C(C=CC1)C=1C=NN(C1)C1=NC=CC=C1 (2-[4(3-chlorophenyl)-1H-pyrazol-1-yl]pyridine). RXN SMILES: Br[C:2]1[CH:3]=[N:4][N:5]([C:7]2[CH:12]=[CH:11][CH:10]=[CH:9][N:8]=2)[CH:6]=1.[Cl:13][C:14]1[CH:15]=[C:16](B(O)O)[CH:17]=[CH:18][CH:19]=1.C(=O)([O-])[O-].[K+].[K+]>COCCOC.O.C1C=CC([P]([Pd]([P](C2C=CC=CC=2)(C2C=CC=CC=2)C2C=CC=CC=2)([P](C2C=CC=CC=2)(C2C=CC=CC=2)C2C=CC=CC=2)[P](C2C=CC=CC=2)(C2C=CC=CC=2)C2C=CC=CC=2)(C2C=CC=CC=2)C2C=CC=CC=2)=CC=1>[Cl:13][C:14]1[CH:19]=[C:18]([C:2]2[CH:3]=[N:4][N:5]([C:7]3[CH:12]=[CH:11][CH:10]=[CH:9][N:8]=3)[CH:6]=2)[CH:17]=[CH:16][CH:15]=1 |f:2.3.4,^1:39,41,60,79|. Reported procedure: A solution of 2-(4-bromo-1H-pyrazol-1-yl)pyridine (0.669 g, 3 mmol), 3-chlorophenylboronic acid (0.468 g, 3 mmol) and potassium carbonate (0.828 g, 6 mmol) in a mixture of ethyleneglycol dimethyl ether (20 mL) and H2O (4 mL) were degassed by argon bubbling for 15 min., then tetrakis(triphenylphosphine)palladium(0) (20 mg, 0.017 mmol) was added and degasing continued a further 15 min. The solution was stirred at 70° C. for 14 h, whereupon H2O (30 mL) was added, then extracted with EtOAc (3×30 mL)... The reactants are C([O-])([O-])=O.[K+].[K+] (potassium carbonate), COCCCCN1C(=NC2=C1C=CC=C2)C(Cl)(Cl)Cl (1-(4-Methoxybutyl)-2-(trichloromethyl)-1H-benzimidazole), CC(CN[C@@H]1CN(CCC1)C(=O)OC(C)(C)C)C (tert-butyl (3S)-3-[(2-methylpropyl)amino]piperidine-1-carboxylate). Run in O (water), C(C)#N (acetonitrile), [Cl-].[Na+].O (brine). Conditions: temperature 80 celsius, time 15 hour. Product: COCCCCN1C(=NC2=C1C=CC=C2)C(=O)N([C@@H]2CN(CCC2)C(=O)OC(C)(C)C)CC(C)C (tert-butyl (3S)-3-[{[1-(4-methoxybutyl)-1H-benzimidazol-2-yl]carbonyl}(2-methylpropyl)amino]piperidine-1-carboxylate). Isolated yield 62.7%. RXN SMILES: [CH3:1][O:2][CH2:3][CH2:4][CH2:5][CH2:6][N:7]1[C:11]2[CH:12]=[CH:13][CH:14]=[CH:15][C:10]=2[N:9]=[C:8]1[C:16](Cl)(Cl)Cl.[CH3:20][CH:21]([CH3:37])[CH2:22][NH:23][C@H:24]1[CH2:29][CH2:28][CH2:27][N:26]([C:30]([O:32][C:33]([CH3:36])([CH3:35])[CH3:34])=[O:31])[CH2:25]1.C(=O)([O-])[O-:39].[K+].[K+]>C(#N)C.O.[Cl-].[Na+].O>[CH3:1][O:2][CH2:3][CH2:4][CH2:5][CH2:6][N:7]1[C:11]2[CH:12]=[CH:13][CH:14]=[CH:15][C:10]=2[N:9]=[C:8]1[C:16]([N:23]([CH2:22][CH:21]([CH3:37])[CH3:20])[C@H:24]1[CH2:29][CH2:28][CH2:27][N:26]([C:30]([O:32][C:33]([CH3:35])([CH3:34])[CH3:36])=[O:31])[CH2:25]1)=[O:39] |f:2.3.4,7.8.9|. Procedure details: 1-(4-Methoxybutyl)-2-(trichloromethyl)-1H-benzimidazole (470 mg) and tert-butyl (3S)-3-[(2-methylpropyl)amino]piperidine-1-carboxylate (400 mg) were dissolved in acetonitrile (30 ml) and water (15 ml), potassium carbonate (2.02 g) was added, and the mixture was stirred at 80° C. for 15 hr. The reaction mixture was cooled to room temperature and diluted with saturated brine. The mixture was extracted with ethyl acetate, and the extract was washed with saturated brine and dried over anhydrous sodi... The reactants are C(=O)N[C@H]1[C@@H]2N(C(=C(CS2)C[N+](CC=2NC=C(C(C2)=O)O)(C)C)C(=O)[O-])C1=O (7β-formamido-3-[N,N-dimethyl-N-{(5-hydroxy-4-oxo-1,4-dihydropyridin-2-yl)methyl}ammonio]methyl-3-cephem-4-carboxylate), Cl (hydrochloric acid), C(C)(=O)OCC (ethyl acetate). Run in C(=O)O (formic acid). Reaction conditions: time 2.5 hour. Yields the product Cl.Cl.N[C@H]1[C@@H]2N(C(=C(CS2)C[N+](CC=2NC=C(C(C2)=O)O)(C)C)C(=O)[O-])C1=O (7β-amino-3-[N,N-dimethyl-N-{(5-hydroxy-4-oxo-1,4-dihydropyridin-2-yl)methyl}ammonio]methyl-3-cephem-4carboxylate dihydrochloride). As a reaction SMILES: C([NH:3][C@@H:4]1[C:27](=[O:28])[N:6]2[C:7]([C:24]([O-:26])=[O:25])=[C:8]([CH2:11][N+:12]([CH3:23])([CH3:22])[CH2:13][C:14]3[NH:15][CH:16]=[C:17]([OH:21])[C:18](=[O:20])[CH:19]=3)[CH2:9][S:10][C@H:5]12)=O.[ClH:29].C(OCC)(=O)C>C(O)=O>[ClH:29].[ClH:29].[NH2:3][C@@H:4]1[C:27](=[O:28])[N:6]2[C:7]([C:24]([O-:26])=[O:25])=[C:8]([CH2:11][N+:12]([CH3:23])([CH3:22])[CH2:13][C:14]3[NH:15][CH:16]=[C:17]([OH:21])[C:18](=[O:20])[CH:19]=3)[CH2:9][S:10][C@H:5]12 |f:4.5.6|. Procedure: To a cooled solution of 7β-formamido-3-[N,N-dimethyl-N-{(5-hydroxy-4-oxo-1,4-dihydropyridin-2-yl)methyl}ammonio]methyl-3-cephem-4-carboxylate (4.084 g) in formic acid (8.1 ml) was added dropwise conc. hydrochloric acid (2.5 ml). The mixture was warmed to room temperature and stirred for 2.5 hours. The mixture was added dropwise to ethyl acetate (400 ml) and the supernatant was decanted. The residual oil was dissolved in methanol (50 ml) and the solution was poured into ethyl acetate (600 ml). Th... Starting materials: O (water), BrC=1C(=NC=C(N1)Br)NCC(=O)OCC (ethyl 2-(3,5-dibromopyrazin-2-ylamino)acetate), CO[C@@H]1CC[C@H](CC1)CN (((trans)-4-methoxycyclohexyl)methanamine), C(C)(C)N(CC)C(C)C (diisopropylethyl amine). The solvent is CS(=O)C (dimethylsulfoxide). Reaction conditions: temperature 150 celsius. Yields the product BrC1=CN=C2C(=N1)N(C(CN2)=O)C[C@@H]2CC[C@H](CC2)OC (7-Bromo-1-(((trans)-4-methoxycyclohexyl)methyl)-3,4-dihydropyrazino[2,3-b]pyrazin-2(1H)-one). Yield: 76.2%. Reaction SMILES: Br[C:2]1[C:3]([NH:9][CH2:10][C:11]([O:13]CC)=O)=[N:4][CH:5]=[C:6]([Br:8])[N:7]=1.[CH3:16][O:17][C@H:18]1[CH2:23][CH2:22][C@H:21]([CH2:24][NH2:25])[CH2:20][CH2:19]1.C(N(C(C)C)CC)(C)C.O>CS(C)=O>[Br:8][C:6]1[N:7]=[C:2]2[N:25]([CH2:24][C@H:21]3[CH2:22][CH2:23][C@H:18]([O:17][CH3:16])[CH2:19][CH2:20]3)[C:11](=[O:13])[CH2:10][NH:9][C:3]2=[N:4][CH:5]=1. Procedure details: A solution of ethyl 2-(3,5-dibromopyrazin-2-ylamino)acetate (500 mg, 1.47 mmol), ((trans)-4-methoxycyclohexyl)methanamine (317 mg, 2.21 mmol) and diisopropylethyl amine (0.77 mL, 4.42 mmol) in anhydrous dimethylsulfoxide (8.0 mL) was placed in a microwave vessel (20 mL). The reaction was heated to 150° C. for 1 h. The reaction was poured into water, extracted with ethyl acetate (2×100 mL), dried over sodium sulfate, filtered and concentrated under reduced pressure. The resulting material was dis...